This data is from the Open Reaction Database (ORD), a public repository of structured organic reaction records. The task is: describe an organic reaction: reactants, conditions, products, and yield The reactants are COc1ccccc1Br, O=C([O-])[O-], C1COCCO1, CCOC(C)=O, CO, COc1cccc(OC)c1-c1ccccc1P(C1CCCCC1)C1CCCCC1, [Cs+], [Cs+], NN, CC(=O)[O-], CC(=O)[O-], O, O, [Pd+2]. Product: COc1cccc(OC)c1-c1ccccc1P(=O)(C1CCCCC1)C1CCCCC1. As a reaction SMILES: [Br:1][c:2]1[cH:3][cH:4][cH:5][cH:6][c:7]1[O:8][CH3:9].[C:10](=[O:11])([O-:12])[O-:13].[CH2:66]1[O:67][CH2:68][CH2:69][O:70][CH2:71]1.[CH3:57][CH2:58][O:59][C:60](=[O:61])[CH3:62].[CH3:64][OH:65].[CH:16]1([P:22]([c:23]2[c:24](-[c:29]3[c:30]([O:37][CH3:38])[cH:31][cH:32][cH:33][c:34]3[O:35][CH3:36])[cH:25][cH:26][cH:27][cH:28]2)[CH:39]2[CH2:40][CH2:41][CH2:42][CH2:43][CH2:44]2)[CH2:17][CH2:18][CH2:19][CH2:20][CH2:21]1.[Cs+:14].[Cs+:15].[NH2:46][NH2:47].[O-:49][C:50]([CH3:51])=[O:52].[O-:53][C:54]([CH3:55])=[O:56].[OH2:45].[OH2:63].[Pd+2:48]>>[O:8]=[P:22]([CH:16]1[CH2:17][CH2:18][CH2:19][CH2:20][CH2:21]1)([c:23]1[c:24](-[c:29]2[c:30]([O:37][CH3:38])[cH:31][cH:32][cH:33][c:34]2[O:35][CH3:36])[cH:25][cH:26][cH:27][cH:28]1)[CH:39]1[CH2:40][CH2:41][CH2:42][CH2:43][CH2:44]1. Reactants: CCOC(=O)CC(=O)OCC, CC(=O)OC(C)=O, CC(C)=O, [Cl-], [Cl-], ClCCl, [Zn+2]. The product is CCOC(=O)C(C(=O)OCC)=C(C)C. As a reaction SMILES: [C:5]([CH2:6][C:7](=[O:8])[O:9][CH2:10][CH3:11])(=[O:12])[O:13][CH2:14][CH3:15].[CH3:16][C:17]([O:18][C:19](=[O:20])[CH3:21])=[O:22].[CH3:1][C:2]([CH3:3])=[O:4].[Cl-:26].[Cl-:28].[Cl:23][CH2:24][Cl:25].[Zn+2:27]>>[CH3:1][C:2]([CH3:3])=[C:6]([C:5](=[O:12])[O:13][CH2:14][CH3:15])[C:7](=[O:8])[O:9][CH2:10][CH3:11]. Starting materials: C(C)(C)(C)OC(NC1=C(C=C(C(=C1)OCC(F)(F)F)C(F)(F)F)N)=O ([2-amino-5-(2,2,2-trifluoro-ethoxy)-4-trifluoromethyl-phenyl]-carbamic acid tert-butyl ester), C(C)(C)(C)OC(CC(=O)C1=CC(=CC=C1)C1=CC(=NC=C1)CC)=O (3-[3-(2-ethyl-pyridin-4-yl)-phenyl]-3-oxo-propionic acid tert-butyl ester). Yields the product C(C)(C)(C)OC(NC1=C(C=C(C(=C1)OCC(F)(F)F)C(F)(F)F)NC(CC(=O)C1=CC(=CC=C1)C1=CC(=NC=C1)CC)=O)=O ([2-{3-[3-(2-Ethyl-pyridin-4-yl)-phenyl]-3-oxo-propionylamino}-5-(2,2,2-trifluoro-ethoxy)-4-trifluoromethyl-phenyl]-carbamic acid tert-butyl ester), solid. Yield: 74.0%. RXN SMILES: [C:1]([O:5][C:6](=[O:25])[NH:7][C:8]1[CH:13]=[C:12]([O:14][CH2:15][C:16]([F:19])([F:18])[F:17])[C:11]([C:20]([F:23])([F:22])[F:21])=[CH:10][C:9]=1[NH2:24])([CH3:4])([CH3:3])[CH3:2].C([O:30][C:31](=O)[CH2:32][C:33]([C:35]1[CH:40]=[CH:39][CH:38]=[C:37]([C:41]2[CH:46]=[CH:45][N:44]=[C:43]([CH2:47][CH3:48])[CH:42]=2)[CH:36]=1)=[O:34])(C)(C)C>>[C:1]([O:5][C:6](=[O:25])[NH:7][C:8]1[CH:13]=[C:12]([O:14][CH2:15][C:16]([F:18])([F:17])[F:19])[C:11]([C:20]([F:22])([F:23])[F:21])=[CH:10][C:9]=1[NH:24][C:31](=[O:30])[CH2:32][C:33]([C:35]1[CH:40]=[CH:39][CH:38]=[C:37]([C:41]2[CH:46]=[CH:45][N:44]=[C:43]([CH2:47][CH3:48])[CH:42]=2)[CH:36]=1)=[O:34])([CH3:4])([CH3:2])[CH3:3]. Reported procedure: The title compound was prepared from [2-amino-5-(2,2,2-trifluoro-ethoxy)-4-trifluoromethyl-phenyl]-carbamic acid tert-butyl ester (Example J6) (281 mg, 0.75 mmol) and 3-[3-(2-ethyl-pyridin-4-yl)-phenyl]-3-oxo-propionic acid tert-butyl ester (Example K20) (244 mg, 0.75 mmol) according to the general procedure M. Obtained as an off-white solid (346 mg, 74%). Reactants: O=C(O)C1CCc2ccccc2C1, ClCCl, CN(C)C=O, CCN(C(C)C)C(C)C, O=C(Cl)C(=O)Cl, CC(N)C(Cc1ccc(Cl)cc1)c1ccc(Cl)cc1, Cl. Yields the product CC(NC(=O)C1CCc2ccccc2C1)C(Cc1ccc(Cl)cc1)c1ccc(Cl)cc1. RXN SMILES: [CH2:1]1[CH:2]([C:11](=[O:12])[OH:13])[CH2:3][CH2:4][c:5]2[cH:6][cH:7][cH:8][cH:9][c:10]21.[CH2:49]([Cl:50])[Cl:51].[CH3:52][N:53]([CH3:54])[CH:55]=[O:56].[CH:40]([N:41]([CH:42]([CH3:43])[CH3:44])[CH2:45][CH3:46])([CH3:47])[CH3:48].[Cl:14][C:15]([C:16]([Cl:17])=[O:18])=[O:19].[Cl:21][c:22]1[cH:23][cH:24][c:25]([CH:28]([CH:29]([CH3:30])[NH2:31])[CH2:32][c:33]2[cH:34][cH:35][c:36]([Cl:39])[cH:37][cH:38]2)[cH:26][cH:27]1.[ClH:20]>>[CH2:1]1[CH:2]([C:11](=[O:13])[NH:31][CH:29]([CH:28]([c:25]2[cH:24][cH:23][c:22]([Cl:21])[cH:27][cH:26]2)[CH2:32][c:33]2[cH:34][cH:35][c:36]([Cl:39])[cH:37][cH:38]2)[CH3:30])[CH2:3][CH2:4][c:5]2[cH:6][cH:7][cH:8][cH:9][c:10]21. Reactants: ClCCl (dichloromethane), FC=1C=C(CN2C(C(=CC=C2)C(=O)O)=O)C=CC1F (1-(3,4-difluorobenzyl)-2-oxo-1,2-dihydropyridine-3-carboxylic acid), C(=O)(C(=O)Cl)Cl ((COCl)2). Run in CN(C)C=O (DMF). Reaction conditions: time 3 hour. The product is FC=1C=C(CN2C(C(=CC=C2)C(=O)Cl)=O)C=CC1F (1-(3,4-difluorobenzyl)-2-oxo-1,2-dihydropyridine-3-carbonyl chloride). As a reaction SMILES: [Cl:1]CCl.[F:4][C:5]1[CH:6]=[C:7]([CH:19]=[CH:20][C:21]=1[F:22])[CH2:8][N:9]1[CH:14]=[CH:13][CH:12]=[C:11]([C:15](O)=[O:16])[C:10]1=[O:18].C(Cl)(C(Cl)=O)=O>CN(C=O)C>[F:4][C:5]1[CH:6]=[C:7]([CH:19]=[CH:20][C:21]=1[F:22])[CH2:8][N:9]1[CH:14]=[CH:13][CH:12]=[C:11]([C:15]([Cl:1])=[O:16])[C:10]1=[O:18]. Procedure: The flask was charged with dichloromethane, 20 mg of 1-(3,4-difluorobenzyl)-2-oxo-1,2-dihydropyridine-3-carboxylic acid, DMF, (COCl)2 was added slowly via syringe. Then the resulted mixture was allowed to stir at room temperature for 3 h. After TLC show the reaction was complete, the solvent was removed under high vacuum to give 25 mg of crude product, which was used for the next step reaction without further purification.